Dataset: the Open Reaction Database (ORD), a public repository of structured organic reaction records. Task: describe an organic reaction: reactants, conditions, products, and yield The reactants are C(CCC(=O)C)(=O)OCC (ethyl levulinate), formula III, CC1=CN(C2=CC=CC=C12)CCO (3-methylindole-1-ethanol), C1(=CC=C(C=C1)S(=O)(=O)O)C (p-toluenesulfonic acid), C(C)(=O)OCC (ethyl acetate), alkali-aluminum silicate. The solvent is C1=CC=CC=C1 (benzene), C1=CC=CC=C1 (benzene). Conditions: time 12 hour. Product: ester, C(C)OC(CCC1(OCCN2C1=C(C=1C=CC=CC21)C)C)=O (3,4-dihydro-1,10-dimethyl-1H-1,4-oxazino[4,3-a]indole-1-propionic acid ethyl ester). Reaction SMILES: [CH3:1][C:2]1[C:10]2[C:5](=[CH:6][CH:7]=[CH:8][CH:9]=2)[N:4]([CH2:11][CH2:12][OH:13])[CH:3]=1.[C:14]([O:21][CH2:22][CH3:23])(=[O:20])[CH2:15][CH2:16][C:17]([CH3:19])=O.C1(C)C=CC(S(O)(=O)=O)=CC=1.C(OCC)(=O)C>C1C=CC=CC=1>[CH2:22]([O:21][C:14](=[O:20])[CH2:15][CH2:16][C:17]1([CH3:19])[C:3]2=[C:2]([CH3:1])[C:10]3[CH:9]=[CH:8][CH:7]=[CH:6][C:5]=3[N:4]2[CH2:11][CH2:12][O:13]1)[CH3:23]. Procedure: A mixture of the intermediate of formula III, 3-methylindole-1-ethanol (29.7 g., 0.17 mole), described in Example 1, ethyl levulinate (26.96 g., 0.187 mole) and p-toluenesulfonic acid (2.25 g.) in dry benzene (650 ml.) is refluxed with stirring for 12 hr. with hydrated alkali-aluminum silicate (Molecular Sieves No. 4). The benzene solution is washed with 5% aqueous NaHCO3, followed by water. Concentrations of the solution gave a residue, which is passed through a silica gel column using 15% ethy... The reactants are ClC1=CC=C(C=C1)C1=NC2=C(N1)C(=CC=C2O)O (2-(4-chlorophenyl)-1H-benzimidazole-4,7-diol), S(=O)(=O)([O-])[O-].[Na+].[Na+] (sodium sulfate). Reagents/catalysts: [Ag]=O (silver oxide). Run in O1CCOCC1 (p-dioxane). Yields the product ClC1=CC=C(C=C1)C1=NC2=C(N1)C(C=CC2=O)=O (2-(4-Chlorophenyl)-1H-benzimidazole-4,7-dione). Yield: 20.2%. As a reaction SMILES: [Cl:1][C:2]1[CH:7]=[CH:6][C:5]([C:8]2[NH:12][C:11]3[C:13]([OH:18])=[CH:14][CH:15]=[C:16]([OH:17])[C:10]=3[N:9]=2)=[CH:4][CH:3]=1.S([O-])([O-])(=O)=O.[Na+].[Na+]>O1CCOCC1.[Ag]=O>[Cl:1][C:2]1[CH:7]=[CH:6][C:5]([C:8]2[NH:9][C:10]3[C:16](=[O:17])[CH:15]=[CH:14][C:13](=[O:18])[C:11]=3[N:12]=2)=[CH:4][CH:3]=1 |f:1.2.3|. Reported procedure: A mixture of 1.0 g of 2-(4-chlorophenyl)-1H-benzimidazole-4,7-diol, 4 g of sodium sulfate and 1.3 g of silver oxide was stirred in p-dioxane for 12 hours and then filtered. The filtrate was evaporated and the residue crystallized from ethanol, giving 200 mg of the desired product as an orange solid, mp 270°-272° C. (dec.). RXN SMILES: [CH2:1]([CH3:2])[NH:3][C:4](=[O:5])[c:6]1[cH:7][c:8]([Br:21])[cH:9][c:10]2[n:11]1[n:12][c:13]([NH:15][C:16](=[O:17])[NH:18][CH2:19][CH3:20])[n:14]2.[CH2:37]([OH:38])[CH3:39].[CH3:41][O:42][CH2:43][CH2:44][O:45][CH3:46].[Na+:31].[Na+:32].[O-:33][C:34](=[O:35])[O-:36].[OH2:40].[n:22]1[cH:23][c:24]([B:28]([OH:29])[OH:30])[cH:25][cH:26][cH:27]1>>[CH2:1]([CH3:2])[NH:3][C:4](=[O:5])[c:6]1[cH:7][c:8](-[c:24]2[cH:23][n:22][cH:27][cH:26][cH:25]2)[cH:9][c:10]2[n:11]1[n:12][c:13]([NH:15][C:16](=[O:17])[NH:18][CH2:19][CH3:20])[n:14]2. Product: CCNC(=O)Nc1nc2cc(-c3cccnc3)cc(C(=O)NCC)n2n1. The reactants are CCNC(=O)Nc1nc2cc(Br)cc(C(=O)NCC)n2n1, CCO, COCCOC, [Na+], [Na+], O=C([O-])[O-], O, OB(O)c1cccnc1. Starting materials: O=C([O-])O, CCCCN, CCCCNc1nc(Cl)nc(NCCCC)n1, CC#N, Cc1ccccc1, Clc1nc(Cl)nc(Cl)n1, [K+], O. Yields the product CCCCNc1nc(NCCCC)nc(NCCCC)n1. RXN SMILES: [C:15](=[O:16])([O-:17])[OH:18].[CH2:10]([CH2:11][CH2:12][CH3:13])[NH2:14].[CH2:20]([CH2:21][CH2:22][CH3:23])[NH:24][c:25]1[n:26][c:27]([Cl:36])[n:28][c:29]([NH:31][CH2:32][CH2:33][CH2:34][CH3:35])[n:30]1.[CH3:37][C:38]#[N:39].[CH3:41][c:42]1[cH:43][cH:44][cH:45][cH:46][cH:47]1.[Cl:1][c:2]1[n:3][c:4]([Cl:5])[n:6][c:7]([Cl:8])[n:9]1.[K+:19].[OH2:40]>>[CH2:10]([CH2:11][CH2:12][CH3:13])[NH:14][c:27]1[n:26][c:25]([NH:24][CH2:20][CH2:21][CH2:22][CH3:23])[n:30][c:29]([NH:31][CH2:32][CH2:33][CH2:34][CH3:35])[n:28]1. The reactants are O=C1CCC(=O)N1Br, ClC(Cl)(Cl)Cl, Cc1cccc2c1OC(C(Cl)C(F)(F)F)(C(F)(F)F)O2, CC(C)(C#N)N=NC(C)(C)C#N. Product: FC(F)(F)C(Cl)C1(C(F)(F)F)Oc2cccc(CBr)c2O1. As a reaction SMILES: [Br:21][N:22]1[C:23](=[O:24])[CH2:25][CH2:26][C:27]1=[O:28].[C:41]([Cl:42])([Cl:43])([Cl:44])[Cl:45].[CH3:1][c:2]1[cH:3][cH:4][cH:5][c:6]2[c:10]1[O:9][C:8]([C:11]([F:12])([F:13])[F:14])([CH:15]([C:16]([F:17])([F:18])[F:19])[Cl:20])[O:7]2.[N:29]#[C:30][C:31]([N:32]=[N:33][C:34]([C:35]#[N:36])([CH3:37])[CH3:38])([CH3:39])[CH3:40]>>[CH2:1]([c:2]1[cH:3][cH:4][cH:5][c:6]2[c:10]1[O:9][C:8]([C:11]([F:12])([F:13])[F:14])([CH:15]([C:16]([F:17])([F:18])[F:19])[Cl:20])[O:7]2)[Br:21]. The reactants are FC(S(=O)(=O)C=1C(N(C(=C(C1)C1=CC=C(C=C1)OC)C1=CC=NC=C1)C)=O)(F)F (3-trifluoromethanesulfonyl-5-(4-methoxyphenyl)-6-(4-pyridyl)-1-methyl-1H-pyridin-2-one), C1(=CC=CC=C1)B(O)O (benzeneboronic acid), C([O-])([O-])=O.[Na+].[Na+] (sodium carbonate). Run in C(OC)COC (dimethoxyethane). Yields the product COC1=CC=C(C=C1)C=1C=C(C(N(C1C1=CC=NC=C1)C)=O)C1=CC=CC=C1 (5-(4-methoxyphenyl)-6-(4-pyridyl)-3-phenyl-1-methyl-1H-pyridin-2-one). The yield is 58.6%. RXN SMILES: FC(F)(F)S([C:6]1[C:7](=[O:27])[N:8]([CH3:26])[C:9]([C:20]2[CH:25]=[CH:24][N:23]=[CH:22][CH:21]=2)=[C:10]([C:12]2[CH:17]=[CH:16][C:15]([O:18][CH3:19])=[CH:14][CH:13]=2)[CH:11]=1)(=O)=O.[C:30]1(B(O)O)[CH:35]=[CH:34][CH:33]=[CH:32][CH:31]=1.C(=O)([O-])[O-].[Na+].[Na+]>C(COC)OC>[CH3:19][O:18][C:15]1[CH:16]=[CH:17][C:12]([C:10]2[CH:11]=[C:6]([C:30]3[CH:35]=[CH:34][CH:33]=[CH:32][CH:31]=3)[C:7](=[O:27])[N:8]([CH3:26])[C:9]=2[C:20]2[CH:25]=[CH:24][N:23]=[CH:22][CH:21]=2)=[CH:13][CH:14]=1 |f:2.3.4|. Procedure: A mixture of 3-trifluoromethanesulfonyl-5-(4-methoxyphenyl)-6-(4-pyridyl)-1-methyl-1H-pyridin-2-one (0.055 g), benzeneboronic acid (0.25 g) and aqueous sodium carbonate (2M; 2 cm3) in dimethoxyethane (5 cm3) was degassed and purged with nitrogen at room temperature. Tetrakis(triphenylphosphine)palladium (0) (0.1 g) was added and the mixture was refluxed under nitrogen for 2 hours. The mixture was diluted with water (10 cm3) and extracted with ethyl acetate (3×10 cm3). The extracts were dried (so...